describe an organic reaction: reactants, conditions, products, and yield From a dataset of the Open Reaction Database (ORD), a public repository of structured organic reaction records. Reactants: CC(=O)c1ccc2nnc(Cc3c(F)cc4ncccc4c3F)n2n1, NN1CCOC1=O. Product: CC(=NN1CCOC1=O)c1ccc2nnc(Cc3c(F)cc4ncccc4c3F)n2n1. As a reaction SMILES: [F:8][c:9]1[c:10]2[cH:11][cH:12][cH:13][n:14][c:15]2[cH:16][c:17]([F:32])[c:18]1[CH2:19][c:20]1[n:21][n:22][c:23]2[n:24]1[n:25][c:26]([C:29]([CH3:30])=[O:31])[cH:27][cH:28]2.[NH2:1][N:2]1[C:3](=[O:7])[O:4][CH2:5][CH2:6]1>>[N:1]([N:2]1[C:3](=[O:7])[O:4][CH2:5][CH2:6]1)=[C:29]([c:26]1[n:25][n:24]2[c:20]([CH2:19][c:18]3[c:9]([F:8])[c:10]4[cH:11][cH:12][cH:13][n:14][c:15]4[cH:16][c:17]3[F:32])[n:21][n:22][c:23]2[cH:28][cH:27]1)[CH3:30]. The reactants are C1(=CC=CC=C1)C (toluene), Cl.N=C1C=NN(C=C1)C1=CC=CC=C1 (1,4-dihydro-4-imino-1-phenylpyridazine hydrochloride), C(C1=CC=CC=C1)(=O)Cl (benzoyl chloride), [OH-].[Na+] (NaOH). The solvent is O (water), O (water). Product: C(C1=CC=CC=C1)(=O)N=C1C=NN(C=C1)C1=CC=CC=C1 (4-benzoylimino-1,4-dihydro-1-phenylpyridazine). Isolated yield 71.6%. As a reaction SMILES: C1(C)C=CC=CC=1.Cl.[NH:9]=[C:10]1[CH:15]=[CH:14][N:13]([C:16]2[CH:21]=[CH:20][CH:19]=[CH:18][CH:17]=2)[N:12]=[CH:11]1.[C:22](Cl)(=[O:29])[C:23]1[CH:28]=[CH:27][CH:26]=[CH:25][CH:24]=1.[OH-].[Na+]>O>[C:22]([N:9]=[C:10]1[CH:15]=[CH:14][N:13]([C:16]2[CH:17]=[CH:18][CH:19]=[CH:20][CH:21]=2)[N:12]=[CH:11]1)(=[O:29])[C:23]1[CH:28]=[CH:27][CH:26]=[CH:25][CH:24]=1 |f:1.2,4.5|. Procedure: 80 ml of toluene were added to a solution of 10.0 g (48.2 millimoles) of 1,4-dihydro-4-imino-1-phenylpyridazine hydrochloride in 80 ml of water. First 6.8 g (48.4 millimoles) of benzoyl chloride and then, in the course of 15 minutes, 4.0 g (100 millimoles) of NaOH in 20 ml of water were added to the two-phase system at room temperature, whilst stirring, the mixture was stirred for a further hour at room temperature and the product was then filtered off under suction. The solid obtained was washe... Reactants: FC(C(=O)O)(F)F (Trifluoroacetic acid), OC1CN(CCC1)C1=CC=C2C=C(NC(C2=C1)=O)C1=C(C=CC=C1)N1CCN(CC1)C(=O)OC(C)(C)C (t-butyl 4-{2-[7-(3-hydroxypiperidin-1-yl)-1-oxo-1,2-dihydroisoquinolin-3-yl]phenyl}piperazin-1-carboxylate). Run in ClCCl (dichloromethane). Conditions: time 30 minute. Product: OC1CN(CCC1)C1=CC=C2C=C(NC(C2=C1)=O)C1=C(C=CC=C1)N1CCNCC1 (7-(3-hydroxypiperidin-1-yl)-3-(2-piperazin-1-ylphenyl)-2H-isoquinolin-1-one). Yield: 96.9%. RXN SMILES: FC(F)(F)C(O)=O.[OH:8][CH:9]1[CH2:14][CH2:13][CH2:12][N:11]([C:15]2[CH:24]=[C:23]3[C:18]([CH:19]=[C:20]([C:26]4[CH:31]=[CH:30][CH:29]=[CH:28][C:27]=4[N:32]4[CH2:37][CH2:36][N:35](C(OC(C)(C)C)=O)[CH2:34][CH2:33]4)[NH:21][C:22]3=[O:25])=[CH:17][CH:16]=2)[CH2:10]1>ClCCl>[OH:8][CH:9]1[CH2:14][CH2:13][CH2:12][N:11]([C:15]2[CH:24]=[C:23]3[C:18]([CH:19]=[C:20]([C:26]4[CH:31]=[CH:30][CH:29]=[CH:28][C:27]=4[N:32]4[CH2:37][CH2:36][NH:35][CH2:34][CH2:33]4)[NH:21][C:22]3=[O:25])=[CH:17][CH:16]=2)[CH2:10]1. Reported procedure: Trifluoroacetic acid (0.2 ml) was added to a dichloromethane solution (0.3 ml) containing 11.5 mg (0.0227 mmol) of t-butyl 4-{2-[7-(3-hydroxypiperidin-1-yl)-1-oxo-1,2-dihydroisoquinolin-3-yl]phenyl}piperazin-1-carboxylate obtained in Example 101. The obtained mixture was stirred at a room temperature for 30 minutes. Thereafter, the solvent was distilled away under reduced pressure. The obtained residue was purified using BondElute NH2 (register trade mark; Varian; 1 g; dichloromethane:methanol=2...